Dataset: the Open Reaction Database (ORD), a public repository of structured organic reaction records. Task: describe an organic reaction: reactants, conditions, products, and yield The reactants are Cc1cc(-c2ccc(C(F)(F)F)cc2)cc(-c2ccnc(-c3cccc(S(=O)(=O)NC(C)(C)C)c3)n2)n1, ClCCl, O=C(O)C(F)(F)F. The product is Cc1cc(-c2ccc(C(F)(F)F)cc2)cc(-c2ccnc(-c3cccc(S(N)(=O)=O)c3)n2)n1. As a reaction SMILES: [C:1]([CH3:2])([CH3:3])([CH3:4])[NH:5][S:6](=[O:7])(=[O:8])[c:9]1[cH:10][c:11](-[c:15]2[n:16][cH:17][cH:18][c:19](-[c:21]3[n:22][c:23]([CH3:37])[cH:24][c:25](-[c:27]4[cH:28][cH:29][c:30]([C:33]([F:34])([F:35])[F:36])[cH:31][cH:32]4)[cH:26]3)[n:20]2)[cH:12][cH:13][cH:14]1.[Cl:45][CH2:46][Cl:47].[F:38][C:39]([F:40])([F:41])[C:42]([OH:43])=[O:44]>>[NH2:5][S:6](=[O:7])(=[O:8])[c:9]1[cH:10][c:11](-[c:15]2[n:16][cH:17][cH:18][c:19](-[c:21]3[n:22][c:23]([CH3:37])[cH:24][c:25](-[c:27]4[cH:28][cH:29][c:30]([C:33]([F:34])([F:35])[F:36])[cH:31][cH:32]4)[cH:26]3)[n:20]2)[cH:12][cH:13][cH:14]1. Reactants: [N+](=O)([O-])C=1C=C(C=CC1)/C=C/C(=O)OCC (ethyl (E)-3-(3-nitrophenyl)-2-propenoate), [H-].C(C(C)C)[Al+]CC(C)C (diisobutylaluminium hydride), Cl (Hydrochloric acid). The solvent is ClCCl (dichloromethane). Conditions: temperature 0 celsius, time 10 minute. Yields the product [N+](=O)([O-])C=1C=C(C=CC1)/C=C/CO ((E)-3-(3-Nitrophenyl)-2-propen-1-ol). As a reaction SMILES: [N+:1]([C:4]1[CH:5]=[C:6](/[CH:10]=[CH:11]/[C:12](OCC)=[O:13])[CH:7]=[CH:8][CH:9]=1)([O-:3])=[O:2].[H-].C([Al+]CC(C)C)C(C)C.Cl>ClCCl>[N+:1]([C:4]1[CH:5]=[C:6](/[CH:10]=[CH:11]/[CH2:12][OH:13])[CH:7]=[CH:8][CH:9]=1)([O-:3])=[O:2] |f:1.2|. Reported procedure: To a solution of ethyl (E)-3-(3-nitrophenyl)-2-propenoate (8.04 g, 36 mmol) in dichloromethane at 0° C. under nitrogen was added dropwise over 5 minutes diisobutylaluminium hydride (1.0 M solution in dichloromethane, 80 ml, 80 mmol). The mixture was stirred at 0° C. for 10 minutes, then allowed to warm to room temperature over 30 minutes. Hydrochloric acid (1N, 500 ml) was added, the layers were separated and the aqueous layer was extracted with dichloromethane (2×250 ml). The organic layers wer... The reactants are [Si](C)(C)(C(C)(C)C)Cl (t-butyldimethylsilyl chloride), CN(C)C=O (DMF), IC[C@H](O)C1=CC(=C(C=C1)OCC1=CC=CC=C1)NS(=O)(=O)C ((R)-2-iodo-1-[4-phenylmethoxy-3-[(methylsulfonyl)amino]phenyl]ethanol), N1C=NC=C1 (imidazole). The reagents and catalysts are CN(C1=CC=NC=C1)C (4-dimethylaminopyridine). The solvent is CCOC(=O)C (EtOAc), CCCCCCC (heptane). Conditions: time 15 hour. Product: IC[C@H](O[Si](C)(C)C(C)(C)C)C=1C=CC(=C(C1)NS(=O)(=O)C)OCC1=CC=CC=C1 ((R)-N-[5-[2-Iodo-1-[((1,1-dimethylethyl)dimethylsilyl)oxy]ethyl]-2-(phenylmethoxy)phenyl]methanesulfonamide). The yield is 100.6%. As a reaction SMILES: CN(C=O)C.[I:6][CH2:7][C@@H:8]([C:10]1[CH:15]=[CH:14][C:13]([O:16][CH2:17][C:18]2[CH:23]=[CH:22][CH:21]=[CH:20][CH:19]=2)=[C:12]([NH:24][S:25]([CH3:28])(=[O:27])=[O:26])[CH:11]=1)[OH:9].N1C=CN=C1.[Si:34](Cl)([C:37]([CH3:40])([CH3:39])[CH3:38])([CH3:36])[CH3:35]>CN(C)C1C=CN=CC=1.CCOC(C)=O.CCCCCCC>[I:6][CH2:7][C@@H:8]([C:10]1[CH:15]=[CH:14][C:13]([O:16][CH2:17][C:18]2[CH:23]=[CH:22][CH:21]=[CH:20][CH:19]=2)=[C:12]([NH:24][S:25]([CH3:28])(=[O:27])=[O:26])[CH:11]=1)[O:9][Si:34]([C:37]([CH3:40])([CH3:39])[CH3:38])([CH3:36])[CH3:35]. Procedure: To a stirred DMF (65 mL) solution containing (R)-2-iodo-1-[4-phenylmethoxy-3-[(methylsulfonyl)amino]phenyl]ethanol (12.7 g, 28 mmol), imidazole (5.25 g, 77 mmol), and 4-dimethylaminopyridine (0.30 g, 2.46 mmol) was added t-butyldimethylsilyl chloride (5.0 mL, 29.8 mmol). After 15 hours, the completed reaction was diluted with EtOAc (200 mL) and heptane (70 mL). The organic phase was washed 1×100 mL H2O, 2×100 mL aq. sat. CuSO4, 1×100 mL H2O, 1×100 mL sat'd brine, and dried over Na2SO4. The filtr... Reported procedure: 3,5-Dimethoxy-4-hydroxy-toluene (1.0 g, 5.95 mmol) and 1-(3-bromopropyl)-4-fluorobenzene (1.5 g, 6.15 mmol) were reacted as described under General Procedure A and the crude product was purified by flash chromatography (silica-gel, hexane/Et2O 19:1) to afford the title compound (1.64 g, 91%) as a colourless oil. 1H NMR (300 MHz, CDCl3) δ 7.31-7.19 (m, 6H), 4.06 (t, J=6.4 Hz, 2H), 3.95 (s, 3H), 3.90 (s, 3H), 2.81 (t, J=7.7 Hz, 2H), 2.46 (s, 3H), 2.10-2.05 (m, 2H). As a reaction SMILES: [CH3:1][O:2][C:3]1[CH:4]=[C:5]([CH3:12])[CH:6]=[C:7]([O:10][CH3:11])[C:8]=1[OH:9].Br[CH2:14][CH2:15][CH2:16][C:17]1[CH:22]=[CH:21][C:20]([F:23])=[CH:19][CH:18]=1>>[F:23][C:20]1[CH:21]=[CH:22][C:17]([CH2:16][CH2:15][CH2:14][O:9][C:8]2[C:7]([O:10][CH3:11])=[CH:6][C:5]([CH3:12])=[CH:4][C:3]=2[O:2][CH3:1])=[CH:18][CH:19]=1. The yield is 90.6%. Starting materials: COC=1C=C(C=C(C1O)OC)C (3,5-Dimethoxy-4-hydroxy-toluene), BrCCCC1=CC=C(C=C1)F (1-(3-bromopropyl)-4-fluorobenzene). Product: FC1=CC=C(C=C1)CCCOC1=C(C=C(C=C1OC)C)OC (2-(3-(4-Fluorophenyl)propoxy)-1,3-dimethoxy-5-methylbenzene). The reactants are C(C)(=O)C1=C(C(=C(OCCCSC2=CC=C(C=C2)C(C(CC(=O)OC)C)SC2=CC=C(C=C2)C(C(CC(=O)OC)C)=O)C=C1)CCC)O (Methyl 4-((1-(4-((3-(4-acetyl-3-hydroxy-2-propylphenoxy)propyl)thio)phenyl)-4-methoxy-2-methyl-4-oxobutyl)thio)-betamethyl-gamma-oxobenzenebutanoate), Cl (HCl), CO (MeOH), [OH-].[Na+] (NaOH). Solvent: C1CCOC1 (THF), O (H2O). Conditions: time 8 hour. Yields the product O.C(C)(=O)C1=C(C(=C(OCCCSC2=CC=C(C=C2)C(C(CC(=O)O)C)SC2=CC=C(C=C2)C(C(CC(=O)O)C)=O)C=C1)CCC)O (4-((1-(4-((3-(4-Acetyl-3-hydroxy-2-propylphenoxy)propyl)thio)phenyl)-3-carboxy-2-methylpropyl)thio)-beta-methyl-gamma-oxo-benzenebutanoic acid monohydrate). The yield is 79.0%. Reaction SMILES: [C:1]([C:4]1[CH:44]=[CH:43][C:7]([O:8][CH2:9][CH2:10][CH2:11][S:12][C:13]2[CH:18]=[CH:17][C:16]([CH:19]([S:27][C:28]3[CH:33]=[CH:32][C:31]([C:34](=[O:42])[CH:35]([CH3:41])[CH2:36][C:37]([O:39]C)=[O:38])=[CH:30][CH:29]=3)[CH:20]([CH3:26])[CH2:21][C:22]([O:24]C)=[O:23])=[CH:15][CH:14]=2)=[C:6]([CH2:45][CH2:46][CH3:47])[C:5]=1[OH:48])(=[O:3])[CH3:2].CO.[OH-].[Na+].Cl>C1COCC1.O>[OH2:3].[C:1]([C:4]1[CH:44]=[CH:43][C:7]([O:8][CH2:9][CH2:10][CH2:11][S:12][C:13]2[CH:18]=[CH:17][C:16]([CH:19]([S:27][C:28]3[CH:29]=[CH:30][C:31]([C:34](=[O:42])[CH:35]([CH3:41])[CH2:36][C:37]([OH:39])=[O:38])=[CH:32][CH:33]=3)[CH:20]([CH3:26])[CH2:21][C:22]([OH:24])=[O:23])=[CH:15][CH:14]=2)=[C:6]([CH2:45][CH2:46][CH3:47])[C:5]=1[OH:48])(=[O:3])[CH3:2] |f:2.3,7.8|. Procedure details: To a solution of ester from Step A of this Example (760 mg) in THF (15 ml) and MeOH (1 ml) was added 2N NaOH (2.4 ml) and stirred overnight at room temperature. The reaction mixture was diluted with H2O (50 ml) and acidified with 2N HCl and extracted with CH2Cl2 (2×50 ml). The combined organic layers were washed with brine, dried over Na2SO4 and purified on a column of flash silica gel 230-400 mesh using toluene-dioxane-acetic acid (10:2:0.1) as eluant to give the title compound as a foam (580 m...